Dataset: the Open Reaction Database (ORD), a public repository of structured organic reaction records. Task: describe an organic reaction: reactants, conditions, products, and yield Reactants: COC(=O)C1CCC(N2CCN(C(=O)OC(C)(C)C)CC2=O)CC1, CO, [Na+], [OH-]. Yields the product CC(C)(C)OC(=O)N1CCN(C2CCC(C(=O)O)CC2)C(=O)C1. As a reaction SMILES: [CH3:1][O:2][C:3](=[O:4])[CH:5]1[CH2:6][CH2:7][CH:8]([N:11]2[C:12](=[O:24])[CH2:13][N:14]([C:17](=[O:18])[O:19][C:20]([CH3:21])([CH3:22])[CH3:23])[CH2:15][CH2:16]2)[CH2:9][CH2:10]1.[CH3:27][OH:28].[Na+:26].[OH-:25]>>[O:2]=[C:3]([OH:4])[CH:5]1[CH2:6][CH2:7][CH:8]([N:11]2[C:12](=[O:24])[CH2:13][N:14]([C:17](=[O:18])[O:19][C:20]([CH3:21])([CH3:22])[CH3:23])[CH2:15][CH2:16]2)[CH2:9][CH2:10]1. Starting materials: Cc1ccnc(Br)c1C, [Li]CCCC, COc1cc(C=O)cc(OC)c1OC, Cl, N, c1ccccc1. The product is COc1cc(C(O)c2nccc(C)c2C)cc(OC)c1OC. Reaction SMILES: [Br:1][c:2]1[n:3][cH:4][cH:5][c:6]([CH3:9])[c:7]1[CH3:8].[CH2:10]([Li:11])[CH2:12][CH2:13][CH3:14].[CH3:15][O:16][c:17]1[cH:18][c:19]([CH:20]=[O:21])[cH:22][c:23]([O:27][CH3:28])[c:24]1[O:25][CH3:26].[ClH:29].[NH3:30].[cH:31]1[cH:32][cH:33][cH:34][cH:35][cH:36]1>>[c:2]1([CH:20]([c:19]2[cH:18][c:17]([O:16][CH3:15])[c:24]([O:25][CH3:26])[c:23]([O:27][CH3:28])[cH:22]2)[OH:21])[n:3][cH:4][cH:5][c:6]([CH3:9])[c:7]1[CH3:8]. Reactants: N1C(=NC2=C1C=CC=C2)NC2CCN(CC2)C(=O)OCC (ethyl 4-(1H-benzimidazol-2-ylamino)-1-piperidinecarboxylate), [H-].[Na+] (sodium hydride), CN(C=O)C (N,N-dimethylformamide), ClCC1=C(OC=C1)C (3-(chloromethyl)-2-methylfuran). The solvent is O (Water). Run at time 30 minute. Product: 37.5, CC=1OC=CC1CN1C(=NC2=C1C=CC=C2)NC2CCN(CC2)C(=O)OCC (ethyl 4-[[1-[(2-methyl-3-furanyl)methyl]-1H-benzimidazol-2-yl]amino]-1-piperidinecarboxylate). Yield: 19.0%. Reaction SMILES: [H-].[Na+].CN(C)C=O.[NH:8]1[C:12]2[CH:13]=[CH:14][CH:15]=[CH:16][C:11]=2[N:10]=[C:9]1[NH:17][CH:18]1[CH2:23][CH2:22][N:21]([C:24]([O:26][CH2:27][CH3:28])=[O:25])[CH2:20][CH2:19]1.Cl[CH2:30][C:31]1[CH:35]=[CH:34][O:33][C:32]=1[CH3:36]>O>[CH3:36][C:32]1[O:33][CH:34]=[CH:35][C:31]=1[CH2:30][N:8]1[C:12]2[CH:13]=[CH:14][CH:15]=[CH:16][C:11]=2[N:10]=[C:9]1[NH:17][CH:18]1[CH2:23][CH2:22][N:21]([C:24]([O:26][CH2:27][CH3:28])=[O:25])[CH2:20][CH2:19]1 |f:0.1|. Procedure details: To a stirred mixture of 4.6 parts of a sodium hydride dispersion 50% and 450 parts of N,N-dimethylformamide were added portionwise 57.6 parts of ethyl 4-(1H-benzimidazol-2-ylamino)-1-piperidinecarboxylate under nitrogen atmosphere. Upon complete addition, stirring was continued for 30 minutes at room temperature. 27.0 Parts of 3-(chloromethyl)-2-methylfuran were added dropwise while cooling. Upon completion, stirring was continued for 1 hour. Water was added dropwise to the mixture and the produ...